The task is: describe an organic reaction: reactants, conditions, products, and yield. This data is from the Open Reaction Database (ORD), a public repository of structured organic reaction records. The reactants are FC=1C=C(C=O)C=CC1OC (3-fluoro-p-anisaldehyde), C1CCOC1 (THF), [H-] (hydride). Conditions: time 30 minute. Yields the product FC=1C=C(C=CC1C)CO ((3-fluoro-4-methylphenyl)methanol). As a reaction SMILES: [F:1][C:2]1[CH:3]=[C:4]([CH:7]=[CH:8][C:9]=1OC)[CH:5]=[O:6].[H-].[CH2:13]1COCC1>>[F:1][C:2]1[CH:3]=[C:4]([CH2:5][OH:6])[CH:7]=[CH:8][C:9]=1[CH3:13]. Procedure: 3-fluoro-p-anisaldehyde (12.5 g, 81.1 mmol) was dissolved in 100 ml THF. Under N2 a solution of diisobutylalumium hydride (100 ml, 1M in THF) was added at 0° C. over 30 min. The reaction was stirred for 30 min and quenched with 250 ml 1N HCl solution. The resulting mixture was stirred for 15 min and filtered through a short column of Celite®. The product was extracted with ethyl acetate. The aqueous layer was extracted with ethyl acetate. The combined organic layer was dried with MgSO4, and conc...